Task: describe an organic reaction: reactants, conditions, products, and yield. Dataset: the Open Reaction Database (ORD), a public repository of structured organic reaction records Starting materials: CC#N, CO, CCCC(Nc1ccc(-n2cc(C3CC3)cn2)nc1)c1ccc(C(=O)NCCC(=O)OCC)cc1, [Li+], C1CCOC1, [OH-], O, O=C(O)C(F)(F)F. The product is CCCC(Nc1ccc(-n2cc(C3CC3)cn2)nc1)c1ccc(C(=O)NCCC(=O)O)cc1. Reaction SMILES: [C:52](#[N:53])[CH3:54].[CH3:50][OH:51].[CH:1]1([c:4]2[cH:5][n:6][n:7](-[c:9]3[cH:10][cH:11][c:12]([NH:15][CH:16]([CH2:17][CH2:18][CH3:19])[c:20]4[cH:21][cH:22][c:23]([C:24](=[O:25])[NH:26][CH2:27][CH2:28][C:29](=[O:30])[O:31][CH2:32][CH3:33])[cH:34][cH:35]4)[cH:13][n:14]3)[cH:8]2)[CH2:2][CH2:3]1.[Li+:41].[O:36]1[CH2:37][CH2:38][CH2:39][CH2:40]1.[OH-:42].[OH2:55].[OH:43][C:44]([C:45]([F:46])([F:47])[F:48])=[O:49]>>[CH:1]1([c:4]2[cH:5][n:6][n:7](-[c:9]3[cH:10][cH:11][c:12]([NH:15][CH:16]([CH2:17][CH2:18][CH3:19])[c:20]4[cH:21][cH:22][c:23]([C:24](=[O:25])[NH:26][CH2:27][CH2:28][C:29](=[O:30])[OH:31])[cH:34][cH:35]4)[cH:13][n:14]3)[cH:8]2)[CH2:2][CH2:3]1. Reactants: BrC=1C=C(NC1)C(=O)NC/C=C/C(=O)OCC ((E)-Ethyl 4-(4-bromo-1H-pyrrole-2-carboxamido)but-2-enoate), C1CCC2=NCCCN2CC1 (DBU). The solvent is C(C)#N (ACN). Run at time 2 hour. Yields the product BrC=1C=C2N(C(CNC2=O)CC(=O)OCC)C1 (ethyl 2-(7-bromo-1-oxo-1,2,3,4-tetrahydropyrrolo[1,2-a]pyrazin-4-yl)acetate). Isolated yield 52.8%. Reaction SMILES: [Br:1][C:2]1[CH:3]=[C:4]([C:7]([NH:9][CH2:10]/[CH:11]=[CH:12]/[C:13]([O:15][CH2:16][CH3:17])=[O:14])=[O:8])[NH:5][CH:6]=1.C1CCN2C(=NCCC2)CC1>C(#N)C>[Br:1][C:2]1[CH:3]=[C:4]2[C:7](=[O:8])[NH:9][CH2:10][CH:11]([CH2:12][C:13]([O:15][CH2:16][CH3:17])=[O:14])[N:5]2[CH:6]=1. Reported procedure: (E)-Ethyl 4-(4-bromo-1H-pyrrole-2-carboxamido)but-2-enoate (2.35 g, 7.80 mmol) was treated with ACN (30 mL) and DBU (0.27 mL, 1.80 mmol) and stirred at RT for 2 h. The mixture was then concentrated in vacuo. Chromatographic purification of the residue (silica gel, 30-50% EtOAc in hexanes) afforded ethyl 2-(7-bromo-1-oxo-1,2,3,4-tetrahydropyrrolo[1,2-a]pyrazin-4-yl)acetate (1.24 g, 4.12 mmol, 52.8% yield) as a colorless viscous oil which crystallized to a white solid: 1H NMR (400 MHz, CDCl3) δ pp... The reactants are N1(C=CC2=CC=CC=C12)NC1=NC=NC(=C1[N+](=O)[O-])NN1C=CC2=CC=CC=C12 (N,N'-bis(1H-indol-1-yl)-5-nitro-4,6-pyrimidinediamine), C(C)O (ethanol), N-(1H-indol-1-yl)-6-[N-(1H -indol-1-yl)]-4,5,6-pyrimidinetriamine. The solvent is C(OCC)(OCC)OCC (triethyl orthoformate), C(C)(=O)O (acetic acid). Conditions: time 4 hour. The product is N1(C=CC2=CC=CC=C12)N1C2=NC=NC(=C2N=C1)NN1C=CC2=CC=CC=C12 (9-(1H-Indol-1-yl)-N-(1H-indol-1-yl)-9H-purin-6-amine). The yield is 252.2%. Reaction SMILES: [N:1]1([NH:10][C:11]2[C:16]([N+:17]([O-])=O)=[C:15]([NH:20][N:21]3[C:29]4[C:24](=[CH:25][CH:26]=[CH:27][CH:28]=4)[CH:23]=[CH:22]3)[N:14]=[CH:13][N:12]=2)[C:9]2[C:4](=[CH:5][CH:6]=[CH:7][CH:8]=2)[CH:3]=[CH:2]1.[CH2:30](O)C>C(OCC)(OCC)OCC.C(O)(=O)C>[N:1]1([N:10]2[CH:30]=[N:17][C:16]3[C:11]2=[N:12][CH:13]=[N:14][C:15]=3[NH:20][N:21]2[C:29]3[C:24](=[CH:25][CH:26]=[CH:27][CH:28]=3)[CH:23]=[CH:22]2)[C:9]2[C:4](=[CH:5][CH:6]=[CH:7][CH:8]=2)[CH:3]=[CH:2]1. Reported procedure: A mixture of N,N'-bis(1H-indol-1-yl)-5-nitro-4,6-pyrimidinediamine (4 g, 10.4 mmole) in 250 ml ethanol containing 200 mg PtO2 was hydrogenated at 55 psi for four hours, then was filtered and evaporated to 4 g of a solid, m.p. 198°-200° C. A solution of 4-[N-(1H-indol-1-yl)-6-[N-(1H -indol-1-yl)]-4,5,6-pyrimidinetriamine (6 g, 17 mmole) in 25 ml triethyl orthoformate and 9 ml glacial acetic acid stirred one hour at 90° C. then was cooled and evaporated. The residue was dissolved in ether and wash... The reactants are OC(CC(CC(=O)OCC)=O)\C=C\C=1N(C(C2=CC=CC=C2C1C1=CC=CC=C1)=O)C (ethyl (E)-5-hydroxy-7-(2-methyl-1-oxo-4-phenyl-1,2-dihydroisoquinolin-3-yl)-3-oxohept-6-enoate), [BH4-].[Na+] (sodium borohydride), O (water), [BH4-].[Na+] (sodium borohydride). Solvent: CO (methanol). Reaction conditions: time 1 hour. Product: OC(CC(=O)OCC)CC(\C=C\C=1N(C(C2=CC=CC=C2C1C1=CC=CC=C1)=O)C)O (ethyl (E)-3,5-dihydroxy-7-(2-methyl-1-oxo-4-phenyl-1,2-dihydroisoquinolin-3-yl)hept-6-enoate). Yield: 99.5%. RXN SMILES: [OH:1][CH:2](/[CH:12]=[CH:13]/[C:14]1[N:15]([CH3:31])[C:16](=[O:30])[C:17]2[C:22]([C:23]=1[C:24]1[CH:29]=[CH:28][CH:27]=[CH:26][CH:25]=1)=[CH:21][CH:20]=[CH:19][CH:18]=2)[CH2:3][C:4](=[O:11])[CH2:5][C:6]([O:8][CH2:9][CH3:10])=[O:7].[BH4-].[Na+].O>CO>[OH:11][CH:4]([CH2:3][CH:2]([OH:1])/[CH:12]=[CH:13]/[C:14]1[N:15]([CH3:31])[C:16](=[O:30])[C:17]2[C:22]([C:23]=1[C:24]1[CH:29]=[CH:28][CH:27]=[CH:26][CH:25]=1)=[CH:21][CH:20]=[CH:19][CH:18]=2)[CH2:5][C:6]([O:8][CH2:9][CH3:10])=[O:7] |f:1.2|. Procedure details: A stirred solution of ethyl (E)-5-hydroxy-7-(2-methyl-1-oxo-4-phenyl-1,2-dihydroisoquinolin-3-yl)-3-oxohept-6-enoate (0.35 g; prepared as described hereinafter in Reference Example 1) in methanol (15 ml) at 0° C. was treated with sodium borohydride (0.02 g). The mixture was stirred for one hour and then a further portion of sodium borohydride (0.05 g) was added and stirring was continued for another period of 30 minutes. The resulting clear yellow solution was poured into water (100 ml), forming... Reactants: C(=C)(C)N1C(NC2=C1C=CC=C2)=O (N-isopropenyl-2-benzimidazolone), BrCC(=O)OC (methyl bromoacetate), C([O-])([O-])=O.[K+].[K+] (potassium carbonate). Run in C(C)#N (acetonitrile). Product: COC(CN1C(N(C2=C1C=CC=C2)C(=C)C)=O)=O ((3-isopropenyl-2-oxo-2,3-dihydro-benzoimidazol-1-yl)-acetic acid methyl ester). Isolated yield 99.0%. As a reaction SMILES: [C:1]([N:4]1[C:8]2[CH:9]=[CH:10][CH:11]=[CH:12][C:7]=2[NH:6][C:5]1=[O:13])([CH3:3])=[CH2:2].Br[CH2:15][C:16]([O:18][CH3:19])=[O:17].C(=O)([O-])[O-].[K+].[K+]>C(#N)C>[CH3:19][O:18][C:16](=[O:17])[CH2:15][N:6]1[C:7]2[CH:12]=[CH:11][CH:10]=[CH:9][C:8]=2[N:4]([C:1]([CH3:3])=[CH2:2])[C:5]1=[O:13] |f:2.3.4|. Reported procedure: N-isopropenyl-2-benzimidazolone (15.0 g, 86.10 mmol), methyl bromoacetate (13.2 g, 86.1 mmol) and potassium carbonate (14.25 g, 103.26 mmol) were stirred in acetonitrile (300 ml) at room temperature overnight. The next day the reaction mixture was filtered and concentrated to give 21.0 g (99% yield) of (3-isopropenyl-2-oxo-2,3-dihydro-benzoimidazol-1-yl)-acetic acid methyl ester as a clear oil: The reactants are NCCCCCC1=CC=C(C=C1)OC (4-(5-aminopentyl)anisole), Cl (hydrochloric acid). Yields the product Cl.NCCCCCC1=CC=C(C=C1)O (4-(5-Aminopentyl) phenol-hydrochloride). RXN SMILES: [NH2:1][CH2:2][CH2:3][CH2:4][CH2:5][CH2:6][C:7]1[CH:12]=[CH:11][C:10]([O:13]C)=[CH:9][CH:8]=1.[ClH:15]>>[ClH:15].[NH2:1][CH2:2][CH2:3][CH2:4][CH2:5][CH2:6][C:7]1[CH:8]=[CH:9][C:10]([OH:13])=[CH:11][CH:12]=1 |f:2.3|. Reported procedure: 20.8 g of 4-(5-aminopentyl)anisole are heated with 350 ml of semiconcentrated hydrochloric acid in a glass bomb for 10 hours to 180° C. The solution is concentrated by evaporation in vacuo, the residue is dissolved in ethanol and treated with activated charcoal. The residue remaining after evaporation is used further as a crude product.